From a dataset of the Open Reaction Database (ORD), a public repository of structured organic reaction records. describe an organic reaction: reactants, conditions, products, and yield The reactants are Ethyl polyphosphate, FC(C=1C=C(C=CC1)NC(=S)N)(F)F (3-Trifluoromethylphenyl thiourea), C(#N)C1=CC=C(C=O)C=C1 (4-cyanobenzaldehyde), CC(CC(C)=O)=O (2,4-pentanedione). Solvent: C1CCOC1 (THF). The product is C(C)(=O)C=1C(NC(N(C1C)C1=CC(=CC=C1)C(F)(F)F)=S)C1=CC=C(C#N)C=C1 (4-{5-Acetyl-6-methyl-2-thioxo-1-[3-(trifiuoromethyl)phenyl]-1,2,3,4-tetrahydro-4-pyrimidinyl}benzonitrile). Reaction SMILES: [F:1][C:2]([F:14])([F:13])[C:3]1[CH:4]=[C:5]([NH:9][C:10]([NH2:12])=[S:11])[CH:6]=[CH:7][CH:8]=1.[C:15]([C:17]1[CH:24]=[CH:23][C:20]([CH:21]=O)=[CH:19][CH:18]=1)#[N:16].[CH3:25][C:26](=O)[CH2:27][C:28](=[O:30])[CH3:29]>C1COCC1>[C:28]([C:27]1[CH:21]([C:20]2[CH:23]=[CH:24][C:17]([C:15]#[N:16])=[CH:18][CH:19]=2)[NH:12][C:10](=[S:11])[N:9]([C:5]2[CH:6]=[CH:7][CH:8]=[C:3]([C:2]([F:1])([F:13])[F:14])[CH:4]=2)[C:26]=1[CH3:25])(=[O:30])[CH3:29]. Procedure: 3-Trifluoromethylphenyl thiourea (200 mg, 0.91 mol), 4-cyanobenzaldehyde (238.2 mg, 1.82 mmol) and 2,4-pentanedione (181.9 mg, 1.82 mmol) are dissolved in 5 ml THF. Ethyl polyphosphate (0.30 g) is added and the reaction mixture is stirred at reflux temperature overnight. After cooling to room temperature, the reaction is quenched with 10 ml of water and extracted with 10 ml ethyl acetate (2×). The combined organic layers are dried with sodium sulfate and the solvent is removed in vacuo. The prod... Yields the product N#Cc1ccc(CN=[N+]=[N-])cc1. Starting materials: N#Cc1ccc(CBr)cc1, Cc1ccccc1, [N-]=[N+]=[N-], [Na+], CN(C)C=O, O. As a reaction SMILES: [C:5](#[N:6])[c:7]1[cH:8][cH:9][c:10]([CH2:11][Br:12])[cH:13][cH:14]1.[CH3:21][c:22]1[cH:23][cH:24][cH:25][cH:26][cH:27]1.[N-:2]=[N+:3]=[N-:4].[Na+:1].[O:16]=[CH:17][N:18]([CH3:19])[CH3:20].[OH2:15]>>[N:2](=[N+:3]=[N-:4])[CH2:11][c:10]1[cH:9][cH:8][c:7]([C:5]#[N:6])[cH:14][cH:13]1.